Dataset: the Open Reaction Database (ORD), a public repository of structured organic reaction records. Task: describe an organic reaction: reactants, conditions, products, and yield Starting materials: NC1=CC=C(C=C1)N1N=C(C=C1C=1SC(=CC1)S(=O)(=O)C)C#N (1-(4-aminophenyl)-5-[5-(methylsulfonyl)-2-thienyl]pyrazole-3-carbonitrile), C(=O)O (formic acid). Product: C(=O)NC1=CC=C(C=C1)N1N=C(C=C1C=1SC(=CC1)S(=O)(=O)C)C#N (1-[4-(formylamino)phenyl]-5-[5-(methylsulfonyl)-2-thienyl]pyrazole-3-carbonitrile). Reaction SMILES: [NH2:1][C:2]1[CH:7]=[CH:6][C:5]([N:8]2[C:12]([C:13]3[S:14][C:15]([S:18]([CH3:21])(=[O:20])=[O:19])=[CH:16][CH:17]=3)=[CH:11][C:10]([C:22]#[N:23])=[N:9]2)=[CH:4][CH:3]=1.[CH:24](O)=[O:25]>>[CH:24]([NH:1][C:2]1[CH:7]=[CH:6][C:5]([N:8]2[C:12]([C:13]3[S:14][C:15]([S:18]([CH3:21])(=[O:20])=[O:19])=[CH:16][CH:17]=3)=[CH:11][C:10]([C:22]#[N:23])=[N:9]2)=[CH:4][CH:3]=1)=[O:25]. Procedure details: A mixture of 1-(4-aminophenyl)-5-[5-(methylsulfonyl)-2-thienyl]pyrazole-3-carbonitrile (1.1 g) and formic acid (5 ml) was refluxed for 30 minutes. The mixture was concentrated and the residue was triturated in water to give crystals of 1-[4-(formylamino)phenyl]-5-[5-(methylsulfonyl)-2-thienyl]pyrazole-3-carbonitrile (1.1 g). Starting materials: C(C)(C)(C)OC(N(CC1=CC=C(C=C1)C(F)(F)F)C1=CC(=C(C=C1)N)C)=O ((4-amino-3-methylphenyl)-(4-trifluoromethyl-benzyl)-carbamic acid tert-butyl ester), N1=CC=CC=C1 (pyridine), C(CCC)(=O)Cl (butyryl chloride). The solvent is C(C)(=O)OCC (ethyl acetate), O1CCCC1 (tetrahydrofuran). Conditions: time 5 minute. Product: CC1=C(C=CC(=C1)NCC1=CC=C(C=C1)C(F)(F)F)NC(CCC)=O (N-[2-Methyl-4-(4-trifluoromethyl-benzylamino)-phenyl]-butyramide). The yield is 49.2%. As a reaction SMILES: C(OC(=O)[N:7]([C:19]1[CH:24]=[CH:23][C:22]([NH2:25])=[C:21]([CH3:26])[CH:20]=1)[CH2:8][C:9]1[CH:14]=[CH:13][C:12]([C:15]([F:18])([F:17])[F:16])=[CH:11][CH:10]=1)(C)(C)C.N1C=CC=CC=1.[C:34](Cl)(=[O:38])[CH2:35][CH2:36][CH3:37]>O1CCCC1.C(OCC)(=O)C>[CH3:26][C:21]1[CH:20]=[C:19]([NH:7][CH2:8][C:9]2[CH:14]=[CH:13][C:12]([C:15]([F:16])([F:17])[F:18])=[CH:11][CH:10]=2)[CH:24]=[CH:23][C:22]=1[NH:25][C:34](=[O:38])[CH2:35][CH2:36][CH3:37]. Reported procedure: To a solution of (4-amino-3-methylphenyl)-(4-trifluoromethyl-benzyl)-carbamic acid tert-butyl ester (500 mg, 1.31 mmol) in dry tetrahydrofuran (10 mL) at 0° C. was added pyridine (159 mL, 1.97 mmol) followed by butyryl chloride (164 μL, 1.58 mmol) dropwise. After 5 minutes, the reaction mixture was allowed to warm to room temperature, and stirring was continued for 1 hour. The reaction mixture was then diluted with ethyl acetate, washed with 2 N HCl, saturated aqueous sodium bicarbonate twice, a... Reactants: CC(C)(C)Sc1c(C=O)ccc(I)c1Br, CCO, Cl, NO, O. The product is CC(C)(C)Sc1c(C=NO)ccc(I)c1Br. RXN SMILES: [Br:1][c:2]1[c:3]([S:11][C:12]([CH3:13])([CH3:14])[CH3:15])[c:4]([CH:5]=[O:6])[cH:7][cH:8][c:9]1[I:10].[CH3:19][CH2:20][OH:21].[ClH:16].[NH2:17][OH:18].[OH2:22]>>[Br:1][c:2]1[c:3]([S:11][C:12]([CH3:13])([CH3:14])[CH3:15])[c:4]([CH:5]=[N:17][OH:18])[cH:7][cH:8][c:9]1[I:10]. The reactants are CC(=O)O, COc1ccc2ccccc2c1O, O=C[O-], Cl, Nc1ncc(CO)c(N)n1. The product is COc1cc(Cc2cnc(N)nc2N)c2ccccc2c1O. As a reaction SMILES: [CH3:28][C:29](=[O:30])[OH:31].[CH3:4][O:5][c:6]1[c:7]([OH:16])[c:8]2[cH:9][cH:10][cH:11][cH:12][c:13]2[cH:14][cH:15]1.[CH:1]([O-:2])=[O:3].[ClH:27].[NH2:17][c:18]1[n:19][cH:20][c:21]([CH2:25][OH:26])[c:22]([NH2:24])[n:23]1>>[CH3:4][O:5][c:6]1[c:7]([OH:16])[c:8]2[cH:9][cH:10][cH:11][cH:12][c:13]2[c:14]([CH2:25][c:21]2[cH:20][n:19][c:18]([NH2:17])[n:23][c:22]2[NH2:24])[cH:15]1. Starting materials: NC1=NNC(=C1)C=1SC=CC1 (3-amino-5-(2-thienyl)pyrazole), C1(=CC=C(C=C1)C(=O)[O-])C1=CC=C(C=C1)C(=O)[O-] (4,4′-biphenyldicarboxylate). Yields the product S1C(=CC=C1)C1=CC(=NN1)NC(=O)C1=CC=C(C=C1)C1=CC=C(C=C1)C(=O)NC1=NNC(=C1)C=1SC=CC1 (N,N′-bis(5-(Thiophen-2-yl)-1H-pyrazol-3-yl)biphenyl-4,4′-dicarboxamide). RXN SMILES: [NH2:1][C:2]1[CH:6]=[C:5]([C:7]2[S:8][CH:9]=[CH:10][CH:11]=2)[NH:4][N:3]=1.[C:12]1([C:21]2[CH:26]=[CH:25][C:24]([C:27]([O-:29])=O)=[CH:23][CH:22]=2)[CH:17]=[CH:16][C:15]([C:18]([O-:20])=O)=[CH:14][CH:13]=1>>[S:8]1[CH:9]=[CH:10][CH:11]=[C:7]1[C:5]1[NH:4][N:3]=[C:2]([NH:1][C:27]([C:24]2[CH:23]=[CH:22][C:21]([C:12]3[CH:13]=[CH:14][C:15]([C:18]([NH:1][C:2]4[CH:6]=[C:5]([C:7]5[S:8][CH:9]=[CH:10][CH:11]=5)[NH:4][N:3]=4)=[O:20])=[CH:16][CH:17]=3)=[CH:26][CH:25]=2)=[O:29])[CH:6]=1. Procedure details: Compound 469 was prepared from 3-amino-5-(2-thienyl)pyrazole and 4,4′-biphenyldicarboxylate. [M+H]+ calcd for C28H21N6O282: 537.12; found: 536.93. Reagents/catalysts: Cl[Cu] (CuCl). As a reaction SMILES: [C:1]1([CH3:10])[CH:6]=[C:5]([CH3:7])[CH:4]=[C:3]([CH3:8])[C:2]=1[OH:9].CC1C=CC2C=CC3C=CC(C)=NC=3C=2N=1.[OH2:27].CO>C(OCC)(=O)C.Cl[Cu]>[CH3:10][C:1]1[CH:6]=[C:5]([CH:4]=[C:3]([CH3:8])[C:2]=1[OH:9])[CH:7]=[O:27] |f:1.2|. The yield is 6278.4%. Reported procedure: A mixture of 13.622 g(100 mmol) of mesitol, 285 mg (1.26 mmol) of neocuproine hydrate, 503 mg (5.0 mmol) of CuCl and 120 mL of methanol was stirred at ambient temperature for 9 hours under an oxygen blanket. The reaction mixture was then diluted with ethyl acetate and filtered. The methanol was stripped off and the residue diluted with additional ethyl acetate. The solution was washed twice with a 1% solution of ethylenediaminetetraacetic acid trisodium salt (EDTA-Na3.2H2O), water and brine, dri... The product is CC=1C=C(C=O)C=C(C1O)C (3,5-dimethyl-4-hydroxybenzaldehyde). Reaction conditions: time 9 hour. Reactants: C1(=C(C(=CC(=C1)C)C)O)C (mesitol), CC1=NC2=C(C=C1)C=CC3=C2N=C(C=C3)C.O (neocuproine hydrate), CO (methanol). Run in C(C)(=O)OCC (ethyl acetate). The reactants are ClC1=C2C3=C(C(NC2=NC=C1)=O)C=C(C=C3)C(=O)OC (Methyl 1-chloro-6-oxo-5,6-dihydrobenzo[c][1,8]naphthyridine-8-carboxylate), NC1=CC=C(C=C1)NC(C1=CC=CC=C1)=O (N-(4-aminophenyl)benzamide), Cl (HCl). Run in CN1CCCC1=O (NMP), O (H2O). Conditions: temperature 115 celsius, time 30 hour. Yields the product C(C1=CC=CC=C1)(=O)NC1=CC=C(C=C1)NC1=C2C3=C(C(NC2=NC=C1)=O)C=C(C=C3)C(=O)OC (Methyl 1-(4-benzamidophenylamino)-6-oxo-5,6-dihydrobenzo[c][1,8]naphthyridine-8-carboxylate). Yield: 86.4%. As a reaction SMILES: Cl[C:2]1[CH:11]=[CH:10][N:9]=[C:8]2[C:3]=1[C:4]1[CH:16]=[CH:15][C:14]([C:17]([O:19][CH3:20])=[O:18])=[CH:13][C:5]=1[C:6](=[O:12])[NH:7]2.[NH2:21][C:22]1[CH:27]=[CH:26][C:25]([NH:28][C:29](=[O:36])[C:30]2[CH:35]=[CH:34][CH:33]=[CH:32][CH:31]=2)=[CH:24][CH:23]=1.Cl>CN1C(=O)CCC1.O>[C:29]([NH:28][C:25]1[CH:24]=[CH:23][C:22]([NH:21][C:2]2[CH:11]=[CH:10][N:9]=[C:8]3[C:3]=2[C:4]2[CH:16]=[CH:15][C:14]([C:17]([O:19][CH3:20])=[O:18])=[CH:13][C:5]=2[C:6](=[O:12])[NH:7]3)=[CH:27][CH:26]=1)(=[O:36])[C:30]1[CH:31]=[CH:32][CH:33]=[CH:34][CH:35]=1. Reported procedure: 266 (250 mg, 0.77 mol), N-(4-aminophenyl)benzamide (179 mg, 0.85 mmol), and HCl (19 μm, 0.77 mmol, 4.0 M in dioxane) were suspended in NMP (5 mL) and stirred for 30 h at 115° C. The reaction mixture was diluted with H2O. The resulting precipitate was filtered, washed with H2O and MeOH, and dried under vacuum to provide 267 (341 mg, 96% yield) as a white solid. LC-MS (M+H=465, obsd.=465). As a reaction SMILES: [CH2:10]([c:11]1[cH:12][cH:13][cH:14][cH:15][cH:16]1)[O:17][c:18]1[cH:19][cH:20][c:21]2[c:22]([cH:30]1)[C:23](=[O:29])[CH:24]([Br:28])[CH2:25][CH2:26][O:27]2.[CH:1]1([CH2:6][OH:7])[CH2:2][CH2:3][CH2:4][CH2:5]1.[H-:8].[Na+:9].[O:31]1[CH2:32][CH2:33][CH2:34][CH2:35]1>>[CH:1]1([CH2:6][O:7][CH:24]2[C:23](=[O:29])[c:22]3[c:21]([cH:20][cH:19][c:18]([O:17][CH2:10][c:11]4[cH:12][cH:13][cH:14][cH:15][cH:16]4)[cH:30]3)[O:27][CH2:26][CH2:25]2)[CH2:2][CH2:3][CH2:4][CH2:5]1. Yields the product O=C1c2cc(OCc3ccccc3)ccc2OCCC1OCC1CCCC1. Reactants: O=C1c2cc(OCc3ccccc3)ccc2OCCC1Br, OCC1CCCC1, [H-], [Na+], C1CCOC1.